Task: describe an organic reaction: reactants, conditions, products, and yield. Dataset: the Open Reaction Database (ORD), a public repository of structured organic reaction records Starting materials: ClC1=CC(=C(CN2N=CC3=CC(=CC=C23)C=C2C(NC(S2)=O)=O)C=C1)C(F)(F)F (5-[1-(4-chloro-2-trifluoromethylbenzyl)-1H-indazol-5-ylmethylene]thiazolidine-2,4-dione), C(C)(C)(C)OC(=O)N1CC2OC2C1 (6-oxa-3-azabicyclo[3.1.0]hexane-3-carboxylic acid tert-butyl ester). Yields the product C(C)(C)(C)OC(=O)N1C[C@H]([C@@H](C1)O)N1C(SC(C1=O)=CC=1C=C2C=NN(C2=CC1)CC1=C(C=C(C=C1)Cl)C(F)(F)F)=O (3-{5-[1-(4-Chloro-2-trifluoromethylbenzyl)-1H-indazol-5-ylmethylene]-2,4-dioxothiazolidin-3-yl}-(trans)-4-hydroxypyrrolidine-1-carboxylic acid tert-butyl ester). As a reaction SMILES: [Cl:1][C:2]1[CH:25]=[CH:24][C:5]([CH2:6][N:7]2[C:15]3[C:10](=[CH:11][C:12]([CH:16]=[C:17]4[S:21][C:20](=[O:22])[NH:19][C:18]4=[O:23])=[CH:13][CH:14]=3)[CH:9]=[N:8]2)=[C:4]([C:26]([F:29])([F:28])[F:27])[CH:3]=1.[C:30]([O:34][C:35]([N:37]1[CH2:42][CH:41]2[CH:39]([O:40]2)[CH2:38]1)=[O:36])([CH3:33])([CH3:32])[CH3:31]>>[C:30]([O:34][C:35]([N:37]1[CH2:38][C@@H:39]([OH:40])[C@H:41]([N:19]2[C:18](=[O:23])[C:17](=[CH:16][C:12]3[CH:11]=[C:10]4[C:15](=[CH:14][CH:13]=3)[N:7]([CH2:6][C:5]3[CH:24]=[CH:25][C:2]([Cl:1])=[CH:3][C:4]=3[C:26]([F:27])([F:29])[F:28])[N:8]=[CH:9]4)[S:21][C:20]2=[O:22])[CH2:42]1)=[O:36])([CH3:33])([CH3:31])[CH3:32]. Procedure details: 3-{5-[1-(4-Chloro-2-trifluoromethylbenzyl)-1H-indazol-5-ylmethylene]-2,4-dioxothiazolidin-3-yl}-(trans)-4-hydroxypyrrolidine-1-carboxylic acid tert-butyl ester was prepared from 5-[1-(4-chloro-2-trifluoromethylbenzyl)-1H-indazol-5-ylmethylene]thiazolidine-2,4-dione (from Example 1) and 6-oxa-3-azabicyclo[3.1.0]hexane-3-carboxylic acid tert-butyl ester following a similar procedure as described for Example 270. Starting materials: C(Cl)Cl (DCM), N1=C(Cl)N=C(Cl)N=C1Cl (cyanuric chloride), [N+](=O)([O-])C1=CC=C(CCO)C=C1 (4-nitrophenethyl alcohol). Solvent: C(=O)([O-])[O-].[Na+].[Na+] (Na2CO3), CN(C)C=O (DMF). Conditions: time 4 hour. The product is ClCCC1=CC=C(C=C1)[N+](=O)[O-] (1-(2-Chloro-ethyl)-4-nitro-benzene). As a reaction SMILES: N1[C:8]([Cl:9])=NC(Cl)=NC=1Cl.C(Cl)Cl.[N+:13]([C:16]1[CH:24]=[CH:23][C:19]([CH2:20]CO)=[CH:18][CH:17]=1)([O-:15])=[O:14]>CN(C=O)C.C([O-])([O-])=O.[Na+].[Na+]>[Cl:9][CH2:8][CH2:20][C:19]1[CH:23]=[CH:24][C:16]([N+:13]([O-:15])=[O:14])=[CH:17][CH:18]=1 |f:4.5.6|. Procedure details: A solution of cyanuric chloride (1.83 g) in DMF (2 mL) was stirred at RT for 1 h. To the resulting white suspension was added DCM (25 mL) followed by 4-nitrophenethyl alcohol (1.59 g). The reaction mixture was stirred at RT for 4 h and diluted with 1M Na2CO3. The phases were separated, the org. layer was washed with 1M HCl and brine and evaporated in vacuo to afford 1.4 g of orange slurry. 1H-NMR (CDCl3): 8.22 (m, 2H); 7.43 (m, 2H); 3.79 (t, 2H, 7.0 Hz); 3.20 (t, 2H, 6.8 Hz). The reactants are C(C)(C)(C)OC(=O)N[C@H]1COCC[C@H]1NC1=C(C2=C(C(=N1)Cl)C(N(C2)C(=O)OC(C)(C)C)=O)F (tert-butyl 6-((3R,4R)-3-(tert-butoxycarbonylamino)tetrahydro-2H-pyran-4-ylamino)-4-chloro-7-fluoro-3-oxo-1H-pyrrolo[3,4-c]pyridine-2(3H)-carboxylate), FC=1C=C(SC1)B1OC(C(O1)(C)C)(C)C (2-(4-fluorothiophen-2-yl)-4,4,5,5-tetramethyl-1,3,2-dioxaborolane), P(=O)([O-])([O-])[O-].[K+].[K+].[K+] (potassium phosphate). The reagents and catalysts are C=1C=CC(=CC1)[P](C=2C=CC=CC2)(C=3C=CC=CC3)[Pd]([P](C=4C=CC=CC4)(C=5C=CC=CC5)C=6C=CC=CC6)([P](C=7C=CC=CC7)(C=8C=CC=CC8)C=9C=CC=CC9)[P](C=1C=CC=CC1)(C=1C=CC=CC1)C=1C=CC=CC1 (tetrakis(triphenylphosphine)palladium(0)). The solvent is COCCOC (DME), O (water), O (water). Run at temperature 85 celsius. Yields the product C(C)(C)(C)OC(=O)N[C@H]1COCC[C@H]1NC1=C(C2=C(C(=N1)C=1SC=C(C1)F)C(N(C2)C(=O)OC(C)(C)C)=O)F (tert-butyl 6-(((3R,4R)-3-((tert-butoxycarbonyl)amino)tetrahydro-2H-pyran-4-yl)amino)-7-fluoro-4-(4-fluorothiophen-2-yl)-3-oxo-1H-pyrrolo[3,4-c]pyridine-2(3H)-carboxylate). As a reaction SMILES: [C:1]([O:5][C:6]([NH:8][C@@H:9]1[C@H:14]([NH:15][C:16]2[N:21]=[C:20](Cl)[C:19]3[C:23](=[O:33])[N:24]([C:26]([O:28][C:29]([CH3:32])([CH3:31])[CH3:30])=[O:27])[CH2:25][C:18]=3[C:17]=2[F:34])[CH2:13][CH2:12][O:11][CH2:10]1)=[O:7])([CH3:4])([CH3:3])[CH3:2].[F:35][C:36]1[CH:37]=[C:38](B2OC(C)(C)C(C)(C)O2)[S:39][CH:40]=1.P([O-])([O-])([O-])=O.[K+].[K+].[K+]>COCCOC.O.C1C=CC([P]([Pd]([P](C2C=CC=CC=2)(C2C=CC=CC=2)C2C=CC=CC=2)([P](C2C=CC=CC=2)(C2C=CC=CC=2)C2C=CC=CC=2)[P](C2C=CC=CC=2)(C2C=CC=CC=2)C2C=CC=CC=2)(C2C=CC=CC=2)C2C=CC=CC=2)=CC=1>[C:1]([O:5][C:6]([NH:8][C@@H:9]1[C@H:14]([NH:15][C:16]2[N:21]=[C:20]([C:38]3[S:39][CH:40]=[C:36]([F:35])[CH:37]=3)[C:19]3[C:23](=[O:33])[N:24]([C:26]([O:28][C:29]([CH3:32])([CH3:31])[CH3:30])=[O:27])[CH2:25][C:18]=3[C:17]=2[F:34])[CH2:13][CH2:12][O:11][CH2:10]1)=[O:7])([CH3:4])([CH3:3])[CH3:2] |f:2.3.4.5,^1:68,70,89,108|. Reported procedure: To a 30 mL sealed cap glass vessel containing tert-butyl 6-((3R,4R)-3-(tert-butoxycarbonylamino)tetrahydro-2H-pyran-4-ylamino)-4-chloro-7-fluoro-3-oxo-1H-pyrrolo[3,4-c]pyridine-2(3H)-carboxylate (200 mg, 0.399 mmol) and 2-(4-fluorothiophen-2-yl)-4,4,5,5-tetramethyl-1,3,2-dioxaborolane (137 mg, 0.599 mmol) dissolved in DME and water (4:1) was added tetrakis(triphenylphosphine)palladium(0) (105 mg, 0.399 mmol) and potassium phosphate, tribasic (212 mg, 1 mmol). The cap was sealed, and the reaction... Starting materials: CO, CC(C)=Cc1cccc(C#N)c1. The product is CC(C)Cc1cccc(C#N)c1. RXN SMILES: [CH3:13][OH:14].[CH3:1][C:2](=[CH:3][c:4]1[cH:5][c:6]([C:7]#[N:8])[cH:9][cH:10][cH:11]1)[CH3:12]>>[CH3:1][CH:2]([CH2:3][c:4]1[cH:5][c:6]([C:7]#[N:8])[cH:9][cH:10][cH:11]1)[CH3:12]. The reactants are COC1=CC=C(CNC=2C(=C(NC(CC(=O)O)C3=CC=CC=C3)C=CC2)[N+](=O)[O-])C=C1 (3-{3-[(4-methoxybenzyl)amino]-2-nitroanilino}-3-phenylpropanoic acid), O.NN (hydrazine hydrate). Reagents/catalysts: [Ni] (Raney-nickel). The solvent is C(C)O (ethanol). Run at time 0.6 hour. Yields the product NC1=C(NC(CC(=O)O)C2=CC=CC=C2)C=CC=C1NCC1=CC=C(C=C1)OC (3-{2-Amino-3-[(4-methoxybenzyl)amino]anilino}-3-phenylpropanoic acid). As a reaction SMILES: [CH3:1][O:2][C:3]1[CH:31]=[CH:30][C:6]([CH2:7][NH:8][C:9]2[C:10]([N+:27]([O-])=O)=[C:11]([CH:24]=[CH:25][CH:26]=2)[NH:12][CH:13]([C:18]2[CH:23]=[CH:22][CH:21]=[CH:20][CH:19]=2)[CH2:14][C:15]([OH:17])=[O:16])=[CH:5][CH:4]=1.O.NN>C(O)C.[Ni]>[NH2:27][C:10]1[C:9]([NH:8][CH2:7][C:6]2[CH:30]=[CH:31][C:3]([O:2][CH3:1])=[CH:4][CH:5]=2)=[CH:26][CH:25]=[CH:24][C:11]=1[NH:12][CH:13]([C:18]1[CH:19]=[CH:20][CH:21]=[CH:22][CH:23]=1)[CH2:14][C:15]([OH:17])=[O:16] |f:1.2|. Procedure: To a solution of 3-{3-[(4-methoxybenzyl)amino]-2-nitroanilino}-3-phenylpropanoic acid (176 mg, 418 μmol) in ethanol (6 mL) was added Raney-nickel (Aldrich22, 167-8, catalytic, ca. 5 mg) and hydrazine hydrate (200 μL, 4.12 mmol). The resulting suspension was stirred at room temperature for 0.6 hour. The suspension was filtered through Celite®, and the pad washed with ethanol. The combined filtrates were evaporated in vacuo, and the residue purified by flash column chromatography on silica gel, el... RXN SMILES: [CH3:1][O:2][c:3]1[cH:4][c:5]([C:11]([CH2:12][CH2:13][CH2:14][CH:15]2[N:16]=[CH:17][c:18]3[cH:19][c:20]([O:27][CH3:28])[c:21]([O:25][CH3:26])[cH:22][c:23]3[CH2:24]2)([C:29]#[N:30])[CH:31]([CH3:32])[CH3:33])[cH:6][cH:7][c:8]1[O:9][CH3:10].[CH3:34][I:35].[CH3:36][C:37](=[O:38])[CH3:39]>>[CH3:1][O:2][c:3]1[cH:4][c:5]([C:11]([CH2:12][CH2:13][CH2:14][CH:15]2[N+:16]([CH3:34])=[CH:17][c:18]3[cH:19][c:20]([O:27][CH3:28])[c:21]([O:25][CH3:26])[cH:22][c:23]3[CH2:24]2)([C:29]#[N:30])[CH:31]([CH3:32])[CH3:33])[cH:6][cH:7][c:8]1[O:9][CH3:10].[I-:35]. Reactants: COc1ccc(C(C#N)(CCCC2Cc3cc(OC)c(OC)cc3C=N2)C(C)C)cc1OC, CI, CC(C)=O. Yields the product COc1ccc(C(C#N)(CCCC2Cc3cc(OC)c(OC)cc3C=[N+]2C)C(C)C)cc1OC, [I-]. Starting materials: NC1=C(C=C(C=C1)Br)C(=O)C1=CC=C(C=C1)S(=O)(=O)C ((2-Amino-5-bromo-phenyl)-(4-methanesulfonyl-phenyl)-methanone), C1(CC1)C(CC(C)=O)=O (1-cyclopropyl-1,3-butanedione), C(C)(C)O (isopropanol). Run in CCCCCCC.C(C)(=O)OCC (heptane ethyl acetate). Reaction conditions: time 16 hour. The product is BrC=1C=C2C(=C(C(=NC2=CC1)C)C(=O)C1CC1)C1=CC=C(C=C1)S(=O)(=O)C ([6-Bromo-4-(4-methanesulfonyl-phenyl)-2-methyl-quinolin-3-yl]-cyclopropyl-methanone). Isolated yield 47.0%. RXN SMILES: [NH2:1][C:2]1[CH:7]=[CH:6][C:5]([Br:8])=[CH:4][C:3]=1[C:9]([C:11]1[CH:16]=[CH:15][C:14]([S:17]([CH3:20])(=[O:19])=[O:18])=[CH:13][CH:12]=1)=O.[CH:21]1([C:24](=[O:29])[CH2:25][C:26](=O)[CH3:27])[CH2:23][CH2:22]1.C(O)(C)C>CCCCCCC.C(OCC)(=O)C>[Br:8][C:5]1[CH:4]=[C:3]2[C:2](=[CH:7][CH:6]=1)[N:1]=[C:26]([CH3:27])[C:25]([C:24]([CH:21]1[CH2:23][CH2:22]1)=[O:29])=[C:9]2[C:11]1[CH:16]=[CH:15][C:14]([S:17]([CH3:20])(=[O:19])=[O:18])=[CH:13][CH:12]=1 |f:3.4|. Reported procedure: The title compound was prepared from (2-Amino-5-bromo-phenyl)-(4-methanesulfonyl-phenyl)-methanone [example A15] and 1-cyclopropyl-1,3-butanedione according to the procedure of example 1, except that the solvent was isopropanol, the reaction time was of 16 h and heptane/ethyl acetate (1:2) was used. Yield: 47%; MS: m/z=443 (M+H). The reactants are NC=1C=CC2=C(CN(C(CC2)=O)C)C1 (8-amino-2-methyl-1,2,4,5-tetrahydro-benzo[c]azepin-3-one), ClC1=NC=C(C(=N1)NC1=C(C=CC=C1)C=1N(C=CN1)C)Cl ((2,5-dichloro-pyrimidin-4-yl)-[2-(1-methyl-1H-imidazol-2-yl)-phenyl]-amine), 8-{5-chloro-4-[2-(1-methyl-1H-imidazol-2-yl)-phenylamino]-pyrimidin-2-ylamino}-2-methyl-1,2,4,5-tetrahydro-benzo[c]azepin-3-one. TFA salt. Yields the product ClC=1C(=NC(=NC1)NC=1C=CC2=C(CN(C(CC2)=O)C)C1)NC1=C(C=CC=C1)C=1N(C=CN1)C (8-{5-Chloro-4-[2-(1-methyl-1H-imidazol-2-yl)-phenylamino]-pyrimidin-2-ylamino}-2-methyl-1,2,4,5-tetrahydro-benzo[c]azepin-3-one). Reaction SMILES: [NH2:1][C:2]1[CH:3]=[CH:4][C:5]2[CH2:11][CH2:10][C:9](=[O:12])[N:8]([CH3:13])[CH2:7][C:6]=2[CH:14]=1.Cl[C:16]1[N:21]=[C:20]([NH:22][C:23]2[CH:28]=[CH:27][CH:26]=[CH:25][C:24]=2[C:29]2[N:30]([CH3:34])[CH:31]=[CH:32][N:33]=2)[C:19]([Cl:35])=[CH:18][N:17]=1>>[Cl:35][C:19]1[C:20]([NH:22][C:23]2[CH:28]=[CH:27][CH:26]=[CH:25][C:24]=2[C:29]2[N:30]([CH3:34])[CH:31]=[CH:32][N:33]=2)=[N:21][C:16]([NH:1][C:2]2[CH:3]=[CH:4][C:5]3[CH2:11][CH2:10][C:9](=[O:12])[N:8]([CH3:13])[CH2:7][C:6]=3[CH:14]=2)=[N:17][CH:18]=1. Reported procedure: Following a procedure analogous to Example 1742a, 8-amino-2-methyl-1,2,4,5-tetrahydro-benzo[c]azepin-3-one and (2,5-dichloro-pyrimidin-4-yl)-[2-(1-methyl-1H-imidazol-2-yl)-phenyl]-amine were converted to 8-{5-chloro-4-[2-(1-methyl-1H-imidazol-2-yl)-phenylamino]-pyrimidin-2-ylamino}-2-methyl-1,2,4,5-tetrahydro-benzo[c]azepin-3-one. TFA salt: 1H NMR (300 MHz, CDCl3) δ 10.87 (s, 1H), 8.63 (d, 1H), 8.14 (s, 1H), 7.50 (m, 4H), 7.35 (d, 2H), 7.29 (t, 1H), 7.17 (d, 1H), 7.11 (s, 2H), 4.53 (s, 2H), 3.87... The reactants are BrC1=CC=C(CBr)C=C1 (4-bromobenzyl bromide), N1N=CN=C1 (1,2,4-triazole), C([O-])([O-])=O.[K+].[K+] (potassium carbonate), [I-].[K+] (potassium iodide). The solvent is CC(=O)C (acetone). Conditions: time 20 hour. Product: BrC1=CC=C(CN2N=CN=C2)C=C1 (1-(4-bromobenzyl)-1,2,4-triazole). As a reaction SMILES: [Br:1][C:2]1[CH:9]=[CH:8][C:5]([CH2:6]Br)=[CH:4][CH:3]=1.[NH:10]1[CH:14]=[N:13][CH:12]=[N:11]1.C(=O)([O-])[O-].[K+].[K+].[I-].[K+]>CC(C)=O>[Br:1][C:2]1[CH:9]=[CH:8][C:5]([CH2:6][N:10]2[CH:14]=[N:13][CH:12]=[N:11]2)=[CH:4][CH:3]=1 |f:2.3.4,5.6|. Reported procedure: A mixture of 1 g of 4-bromobenzyl bromide, 0.41 g of 1,2,4-triazole, 0.55 g of potassium carbonate and 33 mg of potassium iodide in 30 ml of acetone is stirred at 50° for 20 hours. The solid is removed by filtration and the solution is concentrated by evaporation. The resulting crude precursor (1) is purified by column chromatography (SiO2, hexane/ethyl acetate 1:1) and crystallised from ether; m.p. 77°-79°; 1H-NMR (CDCl3): δ=5.3 (2H,s), 7.15 and 7.5 (4H,m), 7.95 (1H,s), 8.08 (1H,m).